This data is from the Open Reaction Database (ORD), a public repository of structured organic reaction records. The task is: describe an organic reaction: reactants, conditions, products, and yield Starting materials: NC(C)C=1C(=C(C(=C(C1)Cl)C)C1CN(C1)C(=O)OC(C)(C)C)OC (tert-butyl 3-[3-(1-aminoethyl)-5-chloro-2-methoxy-6-methylphenyl]azetidine-1-carboxylate), BrC1=C2N=CN(C2=NC=N1)C1OCCCC1 (6-Bromo-9-(tetrahydro-2H-pyran-2-yl)-9H-purine), CCN(C(C)C)C(C)C (DIPEA). The solvent is C(C)O (ethanol). Run at temperature 100 celsius. Product: ClC=1C(=C(C(=C(C1)C(C)NC1=C2N=CN(C2=NC=N1)C1OCCCC1)OC)C1CN(C1)C(=O)OC(C)(C)C)C (tert-butyl 3-[3-chloro-6-methoxy-2-methyl-5-(1-{[9-(tetrahydro-2H-pyran-2-yl)-9H-purin-6-yl]amino}ethyl)phenyl]azetidine-1-carboxylate). RXN SMILES: [NH2:1][CH:2]([C:4]1[C:5]([O:23][CH3:24])=[C:6]([CH:12]2[CH2:15][N:14]([C:16]([O:18][C:19]([CH3:22])([CH3:21])[CH3:20])=[O:17])[CH2:13]2)[C:7]([CH3:11])=[C:8]([Cl:10])[CH:9]=1)[CH3:3].Br[C:26]1[N:34]=[CH:33][N:32]=[C:31]2[C:27]=1[N:28]=[CH:29][N:30]2[CH:35]1[CH2:40][CH2:39][CH2:38][CH2:37][O:36]1.CCN(C(C)C)C(C)C>C(O)C>[Cl:10][C:8]1[C:7]([CH3:11])=[C:6]([CH:12]2[CH2:15][N:14]([C:16]([O:18][C:19]([CH3:20])([CH3:22])[CH3:21])=[O:17])[CH2:13]2)[C:5]([O:23][CH3:24])=[C:4]([CH:2]([NH:1][C:26]2[N:34]=[CH:33][N:32]=[C:31]3[C:27]=2[N:28]=[CH:29][N:30]3[CH:35]2[CH2:40][CH2:39][CH2:38][CH2:37][O:36]2)[CH3:3])[CH:9]=1. Procedure: A mixture of tert-butyl 3-[3-(1-aminoethyl)-5-chloro-2-methoxy-6-methylphenyl]azetidine-1-carboxylate (0.36 g, 1.0 mmol), 6-bromo-9-(tetrahydro-2H-pyran-2-yl)-9H-purine (0.43 g, 1.5 mmol, from Example 108, Step 1) and DIPEA (0.53 mL, 3.0 mmol) in ethanol (6 mL) was heated at 100° C. overnight. The mixture was concentrated and purified on silica gel column (eluting with 0 to 100% EtOAc in hexanes) to give tert-butyl 3-[3-chloro-6-methoxy-2-methyl-5-(1-{[9-(tetrahydro-2H-pyran-2-yl)-9H-purin-6-yl]... The reactants are Brc1cccnc1, OB(O)c1ccccc1C=C1c2ccccc2CCc2ccccc21. Product: C(=C1c2ccccc2CCc2ccccc21)c1ccccc1-c1cccnc1. Reaction SMILES: [Br:26][c:27]1[cH:28][n:29][cH:30][cH:31][cH:32]1.[cH:1]1[cH:2][cH:3][cH:4][c:5]2[c:11]1[CH2:10][CH2:9][c:8]1[c:7]([cH:15][cH:14][cH:13][cH:12]1)[C:6]2=[CH:16][c:17]1[c:18]([B:23]([OH:24])[OH:25])[cH:19][cH:20][cH:21][cH:22]1>>[cH:1]1[cH:2][cH:3][cH:4][c:5]2[c:11]1[CH2:10][CH2:9][c:8]1[c:7]([cH:15][cH:14][cH:13][cH:12]1)[C:6]2=[CH:16][c:17]1[c:18](-[c:27]2[cH:28][n:29][cH:30][cH:31][cH:32]2)[cH:19][cH:20][cH:21][cH:22]1. Starting materials: NC1=CC=CC2=C1C(C1=C(CO2)C=CS1)=O (9-amino-4,10-dihydrothieno[3,2-c][1]benzoxepin-10-one), Example 27, Example 11, FC([C@@](C(=O)O)(C)O)(F)F ((S)-3,3,3-trifluoro-2-hydroxy-2-methylpropionic acid). The product is FC([C@@](C(=O)NC1=CC=CC2=C1C(C1=C(CO2)C=CS1)=O)(C)O)(F)F ((S)-9-(3,3,3-trifluoro-2-hydroxy-2-methylpropanoylamino)-4,10-dihydrothieno[3,2-c][1]benzoxepin-10-one). The yield is 35.0%. As a reaction SMILES: [NH2:1][C:2]1[C:7]2[C:8](=[O:16])[C:9]3[S:15][CH:14]=[CH:13][C:10]=3[CH2:11][O:12][C:6]=2[CH:5]=[CH:4][CH:3]=1.[F:17][C:18]([F:26])([F:25])[C@:19]([OH:24])([CH3:23])[C:20](O)=[O:21]>>[F:17][C:18]([F:26])([F:25])[C@:19]([OH:24])([CH3:23])[C:20]([NH:1][C:2]1[C:7]2[C:8](=[O:16])[C:9]3[S:15][CH:14]=[CH:13][C:10]=3[CH2:11][O:12][C:6]=2[CH:5]=[CH:4][CH:3]=1)=[O:21]. Procedure: Substantially the same procedure as in Example 1 was repeated using 9-amino-4,10-dihydrothieno[3,2-c][1]benzoxepin-10-one obtained in Reference Example 11 (0.840 g, 3.63 mmol) and (S)-3,3,3-trifluoro-2-hydroxy-2-methylpropionic acid obtained in Reference Example 27 (1.14 g, 7.26 mmol) to give Compound 33 (0.47 g, 35%). Reactants: COC(COC1=C2CCCC2=C(C=C1)SCC1=CC=C(C=C1)OCC1=CC=C(C=C1)C(F)(F)F)=O ({7-[4-(4-Trifluoromethyl-benzyloxy)-benzylsulfanyl]-indan-4-yloxy}-acetic acid methyl ester), [K+].[Br-] (KBr). Product: FC(C1=CC=C(COC2=CC=C(CSC=3C=CC(=C4CCCC34)OCC(=O)O)C=C2)C=C1)(F)F ({7-[4-(4-Trifluoromethyl-benzyloxy)-benzylsulfanyl]-indan-4-yloxy}-acetic acid). Reaction SMILES: C[O:2][C:3](=[O:35])[CH2:4][O:5][C:6]1[CH:14]=[CH:13][C:12]([S:15][CH2:16][C:17]2[CH:22]=[CH:21][C:20]([O:23][CH2:24][C:25]3[CH:30]=[CH:29][C:28]([C:31]([F:34])([F:33])[F:32])=[CH:27][CH:26]=3)=[CH:19][CH:18]=2)=[C:11]2[C:7]=1[CH2:8][CH2:9][CH2:10]2.[K+].[Br-]>>[F:33][C:31]([F:32])([F:34])[C:28]1[CH:29]=[CH:30][C:25]([CH2:24][O:23][C:20]2[CH:21]=[CH:22][C:17]([CH2:16][S:15][C:12]3[CH:13]=[CH:14][C:6]([O:5][CH2:4][C:3]([OH:35])=[O:2])=[C:7]4[C:11]=3[CH2:10][CH2:9][CH2:8]4)=[CH:18][CH:19]=2)=[CH:26][CH:27]=1 |f:1.2|. Procedure: The title compound was prepared in the manner analogous to Example 1 using 63A. mp 145° C.; IR (KBr) cm−1: 2968, 1740, 1510, 1325, 1248, 1110; 400 MHz 1H NMR (DMSO-d6): δ 12.99 (br(s), 1H), 7.66-7.75 (m, 2H), 7.55-7.65 (m, 2H); 7.01-7.15 (m, 3H) 6.83-6.90 (m, 2H), 6.56 (d, 1H, J=8.5 Hz), 5.14 (s, 2H), 4.60 (s, 2H), 3.93 (s, 2H), 2.74 (t, 2H, t, J=7.6 Hz), 2.65 (t, 2H, J=7.4 Hz), 1.87 (pentet, 2H); MS m/z 487 (M−1). Anal. Calc'd for C26H23F3O4S: C, 63.92; H, 4.75. found: C, 63.95; H, 4.65. Starting materials: Br, Nc1n[nH]c(CCCO)c1-c1nc2ccccc2s1, [Na+], [OH-], O, O=S(=O)(O)O. Product: Nc1[nH]nc(CCCBr)c1-c1nc2ccccc2s1. Reaction SMILES: [BrH:6].[NH2:7][c:8]1[c:9](-[c:17]2[s:18][c:19]3[c:20]([n:21]2)[cH:22][cH:23][cH:24][cH:25]3)[c:10]([CH2:13][CH2:14][CH2:15][OH:16])[nH:11][n:12]1.[Na+:27].[OH-:26].[OH2:28].[S:1](=[O:2])(=[O:3])([OH:4])[OH:5]>>[Br:6][CH2:15][CH2:14][CH2:13][c:10]1[c:9](-[c:17]2[s:18][c:19]3[c:20]([n:21]2)[cH:22][cH:23][cH:24][cH:25]3)[c:8]([NH2:7])[nH:12][n:11]1.